Dataset: the Open Reaction Database (ORD), a public repository of structured organic reaction records. Task: describe an organic reaction: reactants, conditions, products, and yield The reactants are C(O)([O-])=O.[Na+] (sodium hydrogen carbonate), NaCl-, C(C)OC1=NC2=C(N1CC1=CC=C(C=C1)C1=C(C=CC=C1)C1=NN=NN1C(C1=CC=CC=C1)(C1=CC=CC=C1)C1=CC=CC=C1)C(=CC=C2)C(=O)OCOC(C(C)(C)C)=O (pivaloyloxymethyl 2-ethoxy-1-[2'-(N-triphenylmethyl-1H-tetrazol-5-yl)biphenyl-4-yl]methylbenzimidazole-7-carboxylate), Cl (hydrogen chloride). The solvent is C(C)(=O)OCC (ethyl acetate), C(Cl)Cl (methylene chloride), CO (methanol), O (water), C(C)(=O)OCC (ethyl acetate), CO (methanol). Conditions: temperature 5 celsius, time 2 hour. The product is C(C)OC1=NC2=C(N1CC1=CC=C(C=C1)C1=C(C=CC=C1)C1=NN=NN1)C(=CC=C2)C(=O)OCOC(C(C)(C)C)=O (pivaloyloxymethyl 2-ethoxy-1-[2'-(1H-tetrazol-5-yl)-biphenyl-4-yl]methylbenzimidazole-7-carboxylate). The yield is 90.6%. RXN SMILES: [CH2:1]([O:3][C:4]1[N:8]([CH2:9][C:10]2[CH:15]=[CH:14][C:13]([C:16]3[CH:21]=[CH:20][CH:19]=[CH:18][C:17]=3[C:22]3[N:26](C(C4C=CC=CC=4)(C4C=CC=CC=4)C4C=CC=CC=4)[N:25]=[N:24][N:23]=3)=[CH:12][CH:11]=2)[C:7]2[C:46]([C:50]([O:52][CH2:53][O:54][C:55](=[O:60])[C:56]([CH3:59])([CH3:58])[CH3:57])=[O:51])=[CH:47][CH:48]=[CH:49][C:6]=2[N:5]=1)[CH3:2].Cl.C(=O)([O-])O.[Na+]>C(Cl)Cl.CO.C(OCC)(=O)C.O>[CH2:1]([O:3][C:4]1[N:8]([CH2:9][C:10]2[CH:11]=[CH:12][C:13]([C:16]3[CH:21]=[CH:20][CH:19]=[CH:18][C:17]=3[C:22]3[NH:26][N:25]=[N:24][N:23]=3)=[CH:14][CH:15]=2)[C:7]2[C:46]([C:50]([O:52][CH2:53][O:54][C:55](=[O:60])[C:56]([CH3:59])([CH3:58])[CH3:57])=[O:51])=[CH:47][CH:48]=[CH:49][C:6]=2[N:5]=1)[CH3:2] |f:2.3|. Reported procedure: In a mixture of 17 mL of methylene chloride and 13 mL of methanol was dissolved 5.79 g of pivaloyloxymethyl 2-ethoxy-1-[2'-(N-triphenylmethyl-1H-tetrazol-5-yl)biphenyl-4-yl]methylbenzimidazole-7-carboxylate and the solution was cooled to 5° C. To this solution was added 3.7 mL of methanol containing 0.344 g of hydrogen chloride dropwise and the mixture was stirred at 5°-6° C. for 2 hours. Then, 11 mL of ethyl acetate and 11 mL of water were added and the mixture was adjusted to pH 6.2 with a sat... As a reaction SMILES: [CH2:1]([C:8]1[N:9]=[N:10][N:11]([CH:13]2[CH2:32][N:17]3[C:18]4[C:23]([C:24]([CH2:25][C:26]([O:28]CCC)=[O:27])=[C:16]3[CH2:15][CH2:14]2)=[CH:22][CH:21]=[CH:20][CH:19]=4)[CH:12]=1)[C:2]1[CH:7]=[CH:6][CH:5]=[CH:4][CH:3]=1.[OH-].[K+]>C1COCC1.CO>[CH2:1]([C:8]1[N:9]=[N:10][N:11]([CH:13]2[CH2:32][N:17]3[C:18]4[C:23]([C:24]([CH2:25][C:26]([OH:28])=[O:27])=[C:16]3[CH2:15][CH2:14]2)=[CH:22][CH:21]=[CH:20][CH:19]=4)[CH:12]=1)[C:2]1[CH:3]=[CH:4][CH:5]=[CH:6][CH:7]=1 |f:1.2,3.4|. The reactants are C(C1=CC=CC=C1)C=1N=NN(C1)C1CCC=2N(C3=CC=CC=C3C2CC(=O)OCCC)C1 (propyl [7-(4-benzyl-1H-1,2,3-triazol-1-yl)-6,7,8,9-tetrahydropyrido[1,2-α]indol-10-yl]acetate), solution, [OH-].[K+] (potassium hydroxide). Solvent: C1CCOC1.CO (THF MeOH). Reaction conditions: time 2 hour. Procedure details: To a stirred solution of propyl [7-(4-benzyl-1H-1,2,3-triazol-1-yl)-6,7,8,9-tetrahydropyrido[1,2-α]indol-10-yl]acetate (1 eq) in THF/MeOH (2:1, 0.1M) at room temperature was added a 2M solution of potassium hydroxide (10 eq) The reaction mixture was stirred at room temperature for 2 h then quenched by adding HCl 10% until acidic pH and diluted with dichloromethane (DCM). Filtration through a phase separator followed by evaporation afforded the desired product as a white solid. 1H NMR (400 MHz, D... Yields the product C(C1=CC=CC=C1)C=1N=NN(C1)C1CCC=2N(C3=CC=CC=C3C2CC(=O)O)C1 ([7-(4-Benzyl-[1,2,3]triazol-1-yl)-6,7,8,9-tetrahydropyrido[1,2-α]indol-10-yl]-acetic acid). The reactants are ClC=1C=CC2=C(CCC=3C(=NN(C23)C2=CC=CC=C2)C(=O)OC)C1 (methyl 7-chloro-1-phenyl-4,5-dihydro-1H-benz[g]indazole-3-carboxylate), C(C)N(CCN)CC (2-diethylaminoethylamine). Product: Cl.ClC=1C=CC2=C(CCC=3C(=NN(C23)C2=CC=CC=C2)C(=O)NCCN(CC)CC)C1 (7-chloro-N-(2-diethylaminoethyl)-1-phenyl-4,5-dihydro-1H-benz[g]indazole-3-carboxamide hydrochloride). RXN SMILES: [Cl:1][C:2]1[CH:3]=[CH:4][C:5]2[C:13]3[N:12]([C:14]4[CH:19]=[CH:18][CH:17]=[CH:16][CH:15]=4)[N:11]=[C:10]([C:20](OC)=[O:21])[C:9]=3[CH2:8][CH2:7][C:6]=2[CH:24]=1.[CH2:25]([N:27]([CH2:31][CH3:32])[CH2:28][CH2:29][NH2:30])[CH3:26]>>[ClH:1].[Cl:1][C:2]1[CH:3]=[CH:4][C:5]2[C:13]3[N:12]([C:14]4[CH:15]=[CH:16][CH:17]=[CH:18][CH:19]=4)[N:11]=[C:10]([C:20]([NH:30][CH2:29][CH2:28][N:27]([CH2:31][CH3:32])[CH2:25][CH3:26])=[O:21])[C:9]=3[CH2:8][CH2:7][C:6]=2[CH:24]=1 |f:2.3|. Procedure: A mixture of 5 parts of methyl 7-chloro-1-phenyl-4,5-dihydro-1H-benz[g]indazole-3-carboxylate and 40 parts of 2-diethylaminoethylamine is heated at reflux for 3 hours. Excess amine is distilled off under reduced pressure and the reside is partitioned in ether and dilute aqueous hydrochloric acid. The aqueous layer is then separated and washed twice with ether and it is made alkaline with an aqueous sodium hydroxide solution. The resulting mixture is then extracted with ether and the ether extrac... Starting materials: CCO, Cl, CC1CN(C(=O)OC(C)(C)C)c2nc3c(N)nc4ccccc4c3n21. The product is CC1CNc2nc3c(N)nc4ccccc4c3n21. RXN SMILES: [CH3:27][CH2:28][OH:29].[ClH:26].[NH2:1][c:2]1[n:3][c:4]2[cH:5][cH:6][cH:7][cH:8][c:9]2[c:10]2[c:11]1[n:12][c:13]1[n:14]2[CH:15]([CH3:25])[CH2:16][N:17]1[C:18]([O:19][C:20]([CH3:21])([CH3:22])[CH3:23])=[O:24]>>[NH2:1][c:2]1[n:3][c:4]2[cH:5][cH:6][cH:7][cH:8][c:9]2[c:10]2[c:11]1[n:12][c:13]1[n:14]2[CH:15]([CH3:25])[CH2:16][NH:17]1. Starting materials: FC(C(C(C(=O)[O-])(C1=CC=CC=C1)F)(F)F)(CCCN1C(C=CC1=O)=O)F (pentafluorophenyl-6-maleimido-hexane-1-carboxylate), C(OC1=NC=CC=C1)(OC1=NC=CC=C1)=O (di-2-pyridyl carbonate). Run in CCOCC (ether), C(Cl)Cl (methylene chloride), C(Cl)Cl (methylene chloride). Reaction conditions: time 2 hour. Yields the product NCCC(OCC)OCC (1-amino-3,3-diethoxypropane). As a reaction SMILES: FC(F)(C[CH2:18][CH2:19][N:20]1C(=O)C=CC1=O)C(F)(F)C(F)(C1C=CC=CC=1)C([O-])=O.[C:28](=O)([O:36][C:37]1[CH:42]=CC=CN=1)[O:29][C:30]1[CH:35]=CC=CN=1>C(Cl)Cl.CCOCC>[NH2:20][CH2:19][CH2:18][CH:28]([O:29][CH2:30][CH3:35])[O:36][CH2:37][CH3:42]. Procedure: To 981 mg (3 mmol) of pentafluorophenyl-6-maleimido-hexane-1-carboxylate (1) (Example 11) dissolved in dry methylene chloride (30 ml) was added 10 g (1 mmol) of •-amino-•-amino PEG (2) (MW 10,000, n=226) dissolved in 50 ml of dry methylene chloride. The reaction mixture was stirred at room temperature for 2 h and the product 3 obtained as a white powder by precipitation in ether (100 ml). The product was then dried under vacuum for 4 h. The reactants are CC1=NN2C(N=C(C(=C2)C2=CC=CC=C2)C2=CC=C(C=O)C=C2)=C1 (4-(2-methyl-6-phenylpyrazolo[1,5-a]pyrimidin-5-yl)benzaldehyde), C1(CC1)C1=NNC(=C1)N (3-cyclopropyl-1H-pyrazol-5 amine). Product: C1(CC1)C1=NN2C(N=C(C(=C2)C2=CC=CC=C2)C2=CC=C(C=O)C=C2)=C1 (4-(2-Cyclopropyl-6-phenyl-pyrazolo[1,5-a]pyrimidin-5-yl)-benzaldehyde). As a reaction SMILES: [CH3:1][C:2]1[CH:24]=[C:5]2[N:6]=[C:7]([C:16]3[CH:23]=[CH:22][C:19]([CH:20]=[O:21])=[CH:18][CH:17]=3)[C:8]([C:10]3[CH:15]=[CH:14][CH:13]=[CH:12][CH:11]=3)=[CH:9][N:4]2[N:3]=1.[CH:25]1(C2C=C(N)NN=2)C[CH2:26]1>>[CH:1]1([C:2]2[CH:24]=[C:5]3[N:6]=[C:7]([C:16]4[CH:23]=[CH:22][C:19]([CH:20]=[O:21])=[CH:18][CH:17]=4)[C:8]([C:10]4[CH:11]=[CH:12][CH:13]=[CH:14][CH:15]=4)=[CH:9][N:4]3[N:3]=2)[CH2:26][CH2:25]1. Procedure: This compound was prepared in a manner according to 4-(2-methyl-6-phenylpyrazolo[1,5-a]pyrimidin-5-yl)benzaldehyde by using 3-cyclopropyl-1H-pyrazol-5 amine in the first step.